This data is from the Open Reaction Database (ORD), a public repository of structured organic reaction records. The task is: describe an organic reaction: reactants, conditions, products, and yield Reactants: O=C([O-])O, CC1(C)OB(c2ccc(N)cc2)OC1(C)C, COCCOC, COC(=O)c1cc(Br)oc1C, N#N, [Na+], c1ccc(P(c2ccccc2)(c2ccccc2)[Pd](P(c2ccccc2)(c2ccccc2)c2ccccc2)(P(c2ccccc2)(c2ccccc2)c2ccccc2)P(c2ccccc2)(c2ccccc2)c2ccccc2)cc1. The product is COC(=O)c1cc(-c2ccc(N)cc2)oc1C. Reaction SMILES: [C:30](=[O:31])([OH:32])[O-:33].[CH3:14][C:15]1([CH3:16])[C:17]([CH3:18])([CH3:19])[O:20][B:21]([c:22]2[cH:23][cH:24][c:25]([NH2:28])[cH:26][cH:27]2)[O:29]1.[CH3:35][O:36][CH2:37][CH2:38][O:39][CH3:40].[CH3:3][O:4][C:5](=[O:6])[c:7]1[c:8]([CH3:13])[o:9][c:10]([Br:12])[cH:11]1.[N:1]#[N:2].[Na+:34].[cH:41]1[cH:42][cH:43][c:44]([P:45]([Pd:46]([P:47]([c:48]2[cH:49][cH:50][cH:51][cH:52][cH:53]2)([c:54]2[cH:55][cH:56][cH:57][cH:58][cH:59]2)[c:60]2[cH:61][cH:62][cH:63][cH:64][cH:65]2)([P:66]([c:67]2[cH:68][cH:69][cH:70][cH:71][cH:72]2)([c:73]2[cH:74][cH:75][cH:76][cH:77][cH:78]2)[c:79]2[cH:80][cH:81][cH:82][cH:83][cH:84]2)[P:85]([c:86]2[cH:87][cH:88][cH:89][cH:90][cH:91]2)([c:92]2[cH:93][cH:94][cH:95][cH:96][cH:97]2)[c:98]2[cH:99][cH:100][cH:101][cH:102][cH:103]2)([c:104]2[cH:105][cH:106][cH:107][cH:108][cH:109]2)[c:110]2[cH:111][cH:112][cH:113][cH:114][cH:115]2)[cH:116][cH:117]1>>[CH3:3][O:4][C:5](=[O:6])[c:7]1[c:8]([CH3:13])[o:9][c:10](-[c:22]2[cH:23][cH:24][c:25]([NH2:28])[cH:26][cH:27]2)[cH:11]1. The reactants are COC(C1=CN=C(C(=C1)Br)Cl)=O (5-bromo-6-chloro-nicotinic acid methylester), COCCO (2-methoxy-ethanol), ClC1=CC=C(C=C1)B(O)O (4-chlorophenyl-boronic acid), NCC(C)(O)C1CC1 (1-amino-2-cyclopropyl-propan-2-ol). The product is ClC1=CC=C(C=C1)C=1C(=NC=C(C(=O)NCC(C)(O)C2CC2)C1)OCCOC (5-(4-Chloro-phenyl)-N-(2-cyclopropyl-2-hydroxy-propyl)-6-(2-methoxy-ethoxy)-nicotinamide). Reaction SMILES: CO[C:3](=[O:12])[C:4]1[CH:9]=[C:8](Br)[C:7](Cl)=[N:6][CH:5]=1.[Cl:13][C:14]1[CH:19]=[CH:18][C:17](B(O)O)=[CH:16][CH:15]=1.[NH2:23][CH2:24][C:25]([CH:28]1[CH2:30][CH2:29]1)([OH:27])[CH3:26].[CH3:31][O:32][CH2:33][CH2:34][OH:35]>>[Cl:13][C:14]1[CH:19]=[CH:18][C:17]([C:8]2[C:7]([O:35][CH2:34][CH2:33][O:32][CH3:31])=[N:6][CH:5]=[C:4]([CH:9]=2)[C:3]([NH:23][CH2:24][C:25]([CH:28]2[CH2:30][CH2:29]2)([OH:27])[CH3:26])=[O:12])=[CH:16][CH:15]=1. Reported procedure: The title compound was synthesized in analogy to the procedure described for the preparation of Example 11, using 5-bromo-6-chloro-nicotinic acid methylester, 2-methoxy-ethanol (commercially available), 4-chlorophenyl-boronic acid (commercially available) and 1-amino-2-cyclopropyl-propan-2-ol (commercially available) as starting materials. MS (m/e): 405.4 (MH+). The yield is 96.3%. Starting materials: [N+](=O)([O-])C=1C=C(OC=2C=CC(=NC2)N)C=CC1 (5-(3-nitrophenoxy)pyridin-2-amine), C(C)(C)N(C(C)C)CC (N,N-diisopropylethylamine), N(=C=S)C(=O)OCC (ethyl isothiocyanatoformate), [Cl-].O[NH3+] (hydroxylammonium chloride). Yields the product [N+](=O)([O-])C=1C=C(OC=2C=CC=3N(C2)N=C(N3)N)C=CC1 (6-(3-nitrophenoxy)[1,2,4]triazolo[1,5-a]pyridin-2-amine). Procedure: In the same manner as in Example 17-1 and using 5-(3-nitrophenoxy)pyridin-2-amine (3.10 g, 13.4 mmol), ethyl isothiocyanatoformate (2.29 g, 17.4 mmol), hydroxylammonium chloride (4.00 g, 57.6 mmol), N,N-diisopropylethylamine (7.20 mL, 41.3 mmol), DMSO (20 mL), ethanol (25 mL) and methanol (25 mL) as starting materials, the title compound (3.50 g, 96%) was obtained as a white solid. Solvent: CO (methanol), CS(=O)C (DMSO), C(C)O (ethanol). RXN SMILES: [N+:1]([C:4]1[CH:5]=[C:6]([CH:15]=[CH:16][CH:17]=1)[O:7][C:8]1[CH:9]=[CH:10][C:11]([NH2:14])=[N:12][CH:13]=1)([O-:3])=[O:2].[N:18]([C:21](OCC)=O)=C=S.[Cl-].O[NH3+].C([N:32](CC)C(C)C)(C)C>CO.C(O)C.CS(C)=O>[N+:1]([C:4]1[CH:5]=[C:6]([CH:15]=[CH:16][CH:17]=1)[O:7][C:8]1[CH:9]=[CH:10][C:11]2[N:12]([N:32]=[C:21]([NH2:18])[N:14]=2)[CH:13]=1)([O-:3])=[O:2] |f:2.3|. Reaction SMILES: O[C:2]1([C:7]2[CH:12]=[CH:11][C:10]([C:13]3([C:16]([OH:18])=[O:17])[CH2:15][CH2:14]3)=[CH:9][CH:8]=2)[CH2:6][CH2:5][CH2:4][CH2:3]1.C([SiH](CC)CC)C.C(O)(C(F)(F)F)=O>>[CH:2]1([C:7]2[CH:8]=[CH:9][C:10]([C:13]3([C:16]([OH:18])=[O:17])[CH2:14][CH2:15]3)=[CH:11][CH:12]=2)[CH2:3][CH2:4][CH2:5][CH2:6]1. Starting materials: OC1(CCCC1)C1=CC=C(C=C1)C1(CC1)C(=O)O (1-[4-(1-hydroxycyclopentyl)phenyl]cyclopropanecarboxylic acid), C(C)[SiH](CC)CC (triethylsilane), C(=O)(C(F)(F)F)O (TFA). Run at time 8 hour. Procedure: The mixture of 1-[4-(1-hydroxycyclopentyl)phenyl]cyclopropanecarboxylic acid (120 mg, 0.00049 mol), triethylsilane (389 μL, 0.00244 mol) and TFA 0.3 mL was stirred at r.t. overnight. The mixture was concentrated to afford desired product. MS (ESI): 231.1 (M+ Yields the product C1(CCCC1)C1=CC=C(C=C1)C1(CC1)C(=O)O (1-(4-cyclopentylphenyl)cyclopropanecarboxylic acid). Starting materials: IC1=CC2=C(C(=NC=3C=CNC(C23)=O)NC(C(C)(C)C)C)C=C1 (9-Iodo-6-[(1,2,2-trimethylpropyl)amino]benzo[c]-1,6-naphthyridin-1(2H)-one), [Na+].CS(=O)[O-] (methanesulfinic acid sodium salt), N1[C@H](C(=O)O)CCC1 (L-proline), [OH-].[Na+] (sodium hydroxide). Reagents/catalysts: [Cu]I (copper(I) iodide). Solvent: CS(=O)C (DMSO). Run at temperature 95 celsius, time 24 hour. Product: CS(=O)(=O)C1=CC2=C(C(=NC=3C=CNC(C23)=O)NC(C(C)(C)C)C)C=C1 (9-(methylsulfonyl)-6-[(1,2,2-trimethylpropyl)amino]benzo[c]-1,6-naphthyridin-1(2H)-one). RXN SMILES: I[C:2]1[CH:23]=[CH:22][C:5]2[C:6]([NH:15][CH:16]([CH3:21])[C:17]([CH3:20])([CH3:19])[CH3:18])=[N:7][C:8]3[CH:9]=[CH:10][NH:11][C:12](=[O:14])[C:13]=3[C:4]=2[CH:3]=1.N1CCC[C@H]1C(O)=O.[OH-].[Na+].[Na+].[CH3:35][S:36]([O-:38])=[O:37]>[Cu]I.CS(C)=O>[CH3:35][S:36]([C:2]1[CH:23]=[CH:22][C:5]2[C:6]([NH:15][CH:16]([CH3:21])[C:17]([CH3:20])([CH3:19])[CH3:18])=[N:7][C:8]3[CH:9]=[CH:10][NH:11][C:12](=[O:14])[C:13]=3[C:4]=2[CH:3]=1)(=[O:38])=[O:37] |f:2.3,4.5|. Reported procedure: 9-Iodo-6-[(1,2,2-trimethylpropyl)amino]benzo[c]-1,6-naphthyridin-1(2H)-one (130 mg, 0.31 mmol), copper(I) iodide (5.9 mg, 0.031 mmol), L-proline (7.1 mg, 0.062 mmol), sodium hydroxide (2.5 mg, 0.062 mmol), and methanesulfinic acid sodium salt (41 mg, 0.40 mmol) were combined in a vial. DMSO (2.0 ml) was added, and the resulting suspension was purged with argon (subsurface bubbling) for 5 min. The reaction mixture was stirred at 95° C. for 24 h. The crude material was precipitated out of solution... The reactants are CCO, CSc1ncnc2c(N3CCOCC3)nc(N3CCN(C=O)CC3)nc12. The product is CSc1ncnc2c(N3CCOCC3)nc(N3CCNCC3)nc12. RXN SMILES: [CH3:27][CH2:28][OH:29].[CH:1](=[O:2])[N:3]1[CH2:4][CH2:5][N:6]([c:9]2[n:10][c:11]([N:21]3[CH2:22][CH2:23][O:24][CH2:25][CH2:26]3)[c:12]3[c:13]([n:14]2)[c:15]([S:19][CH3:20])[n:16][cH:17][n:18]3)[CH2:7][CH2:8]1>>[NH:3]1[CH2:4][CH2:5][N:6]([c:9]2[n:10][c:11]([N:21]3[CH2:22][CH2:23][O:24][CH2:25][CH2:26]3)[c:12]3[c:13]([n:14]2)[c:15]([S:19][CH3:20])[n:16][cH:17][n:18]3)[CH2:7][CH2:8]1. Yields the product CC(C)(C)[Si](C)(C)OCCNc1nc(Cl)ccc1C#N. Reaction SMILES: [C:1]([CH3:2])([CH3:3])([CH3:4])[Si:5]([O:6][CH2:7][CH2:8][NH:9][c:10]1[c:11]([C:12](=[O:13])[NH2:14])[cH:15][cH:16][c:17]([Cl:19])[n:18]1)([CH3:20])[CH3:21].[CH3:35][C:36]#[N:37].[CH3:38][CH2:39][O:40][C:41]([CH3:42])=[O:43].[Na+:34].[OH-:33].[P:28]([Cl:29])([Cl:30])([Cl:31])=[O:32].[cH:22]1[cH:23][cH:24][n:25][cH:26][cH:27]1>>[C:1]([CH3:2])([CH3:3])([CH3:4])[Si:5]([O:6][CH2:7][CH2:8][NH:9][c:10]1[c:11]([C:12]#[N:14])[cH:15][cH:16][c:17]([Cl:19])[n:18]1)([CH3:20])[CH3:21]. Starting materials: CC(C)(C)[Si](C)(C)OCCNc1nc(Cl)ccc1C(N)=O, CC#N, CCOC(C)=O, [Na+], [OH-], O=P(Cl)(Cl)Cl, c1ccncc1. Reactants: Br (hydrogen bromide), BrBr (bromine), FC(C=1SC(=C(N1)C(C)=O)C)(F)F (2-Trifluoromethyl-5-methyl-4-acetyl-thiazole). Run in C(C)(=O)O (acetic acid), C(C)(=O)O (acetic acid), C(C)(=O)O (acetic acid). Reaction conditions: temperature 80 celsius, time 20 minute. Product: FC(C=1SC(=C(N1)C(CBr)=O)C)(F)F (2-Trifluoromethyl-5-methyl-4-bromoacetyl-thiazole). RXN SMILES: [F:1][C:2]([F:13])([F:12])[C:3]1[S:4][C:5]([CH3:11])=[C:6]([C:8](=[O:10])[CH3:9])[N:7]=1.[BrH:14].BrBr>C(O)(=O)C>[F:13][C:2]([F:1])([F:12])[C:3]1[S:4][C:5]([CH3:11])=[C:6]([C:8](=[O:10])[CH2:9][Br:14])[N:7]=1. Procedure: 3 g (0.0144 mol) of 2-Trifluoromethyl-5-methyl-4-acetyl-thiazole are dissolved in 30 ml of glacial acetic acid, and 2.1 ml of a 33% strength solution of hydrogen bromide in glacial acetic acid are added. The mixture is heated to 80° C. and, over the course of 30 minutes, a solution of 2.3 g (0.0144 mol) of bromine in 15 ml of glacial acetic acid is added. After a further 20 minutes, the glacial acetic acid is removed. The residue which remains is a dark oil which is reacted further as the crude ... Reactants: N1CCC(CC1)CO (4-Piperidinemethanol), C(=O)OC (methyl formate), [OH-].[Na+] (sodium hydroxide). Solvent: ClCCl (Dichloromethane). Run at time 90 minute. Product: C(=O)N1CCC(CC1)CO (N-Formyl-4-piperidinemethanol). As a reaction SMILES: [NH:1]1[CH2:6][CH2:5][CH:4]([CH2:7][OH:8])[CH2:3][CH2:2]1.[CH:9](OC)=[O:10].[OH-].[Na+]>ClCCl>[CH:9]([N:1]1[CH2:6][CH2:5][CH:4]([CH2:7][OH:8])[CH2:3][CH2:2]1)=[O:10] |f:2.3|. Procedure details: 4-Piperidinemethanol (10 g, 87 mmol) was dissolved in methyl formate (7 mL, 113 mmol) 0° C., and maintained at that temperature for 30 min, then allowed to reach 20° C. and stirred 90 min. Solid sodium hydroxide was added (0.87 g, pellets) and the mixture was left overnight. Dichloromethane was added, the NaOH removed by filtration and the solution treated with 1M HCl in ether (10 mL). The mixture was filtered through Celite and the solvent was removed under reduced pressure to afford the crude ...